This data is from the Open Reaction Database (ORD), a public repository of structured organic reaction records. The task is: describe an organic reaction: reactants, conditions, products, and yield Starting materials: O=C([O-])O, CCOC(C)=O, CCN(C(=O)OCCC(=O)OC(C)(C)C)c1ccc(C(F)(F)F)cc1CN(Cc1cc(C(F)(F)F)cc(C(F)(F)F)c1)c1ncc(N2CCOCC2)cn1, [Na+]. Product: CCN(C(=O)OCCC(=O)O)c1ccc(C(F)(F)F)cc1CN(Cc1cc(C(F)(F)F)cc(C(F)(F)F)c1)c1ncc(N2CCOCC2)cn1. As a reaction SMILES: [C:55](=[O:56])([OH:57])[O-:58].[CH3:60][CH2:61][O:62][C:63](=[O:64])[CH3:65].[F:1][C:2]([c:3]1[cH:4][c:5]([CH2:6][N:7]([c:8]2[n:9][cH:10][c:11]([N:14]3[CH2:15][CH2:16][O:17][CH2:18][CH2:19]3)[cH:12][n:13]2)[CH2:20][c:21]2[c:22]([N:31]([C:32](=[O:33])[O:34][CH2:35][CH2:36][C:37](=[O:38])[O:39][C:40]([CH3:41])([CH3:42])[CH3:43])[CH2:44][CH3:45])[cH:23][cH:24][c:25]([C:27]([F:28])([F:29])[F:30])[cH:26]2)[cH:46][c:47]([C:49]([F:50])([F:51])[F:52])[cH:48]1)([F:53])[F:54].[Na+:59]>>[F:1][C:2]([c:3]1[cH:4][c:5]([CH2:6][N:7]([c:8]2[n:9][cH:10][c:11]([N:14]3[CH2:15][CH2:16][O:17][CH2:18][CH2:19]3)[cH:12][n:13]2)[CH2:20][c:21]2[c:22]([N:31]([C:32](=[O:33])[O:34][CH2:35][CH2:36][C:37](=[O:38])[OH:39])[CH2:44][CH3:45])[cH:23][cH:24][c:25]([C:27]([F:28])([F:29])[F:30])[cH:26]2)[cH:46][c:47]([C:49]([F:50])([F:51])[F:52])[cH:48]1)([F:53])[F:54]. Reported procedure: 4-Fluoro-3-trifluoromethylbenzaldehyde (0.28 g, 1.5 mmol), 1,3-cyclopentadione (0.15 g, 1.5 mmol), and 5-amino-1-methyl-1,2-dihydropyrazol-3-one (0.17 g, 1.5 mmol) were processed as described in Example 1 to provide 0.35 g of the title compound. 1H NMR (300 MHz, DMSO-d6) δ 2.21 (m, 2H), 2.7 (m, 2H), 3.51 (s, 3H), 4.8 (s, 1H), 7.35 (t, 1H), 7.45 (m, 1H), 7.55 (d, 1H), 9.6 (bs, 1H), 10.48 (s, 1H); MS (ESI−) m/z 366 (M−H)−; Anal. calcd for C17H13N3F4O2: C, 55.59; H, 3.51; N, 11.44. Found: C, 55.41;... Yield: 63.5%. Yields the product FC1=C(C=C(C=C1)C1C2=C(NC3=C1C(NN3C)=O)CCC2=O)C(F)(F)F (4-[4-fluoro-3-(trifluoromethyl)phenyl]-1-methyl-1,2,4,6,7,8-hexahydrocyclopenta[b]pyrazolo[4,3-e]pyridine-3,5-dione). RXN SMILES: [F:1][C:2]1[CH:9]=[CH:8][C:5]([CH:6]=O)=[CH:4][C:3]=1[C:10]([F:13])([F:12])[F:11].[CH2:14]1[C:19](=O)[CH2:18][C:16](=[O:17])[CH2:15]1.[NH2:21][C:22]1[N:26]([CH3:27])[NH:25][C:24](=[O:28])[CH:23]=1>>[F:1][C:2]1[CH:9]=[CH:8][C:5]([CH:6]2[C:23]3[C:24](=[O:28])[NH:25][N:26]([CH3:27])[C:22]=3[NH:21][C:19]3[CH2:14][CH2:15][C:16](=[O:17])[C:18]2=3)=[CH:4][C:3]=1[C:10]([F:13])([F:12])[F:11]. Reactants: FC1=C(C=C(C=O)C=C1)C(F)(F)F (4-Fluoro-3-trifluoromethylbenzaldehyde), C1CC(=O)CC1=O (1,3-cyclopentadione), NC1=CC(NN1C)=O (5-amino-1-methyl-1,2-dihydropyrazol-3-one). The reactants are ClCC=1CS[C@H]2N(C1C(=O)OCC1=CC=C(C=C1)OC)C(C2NC=O)=O (p-methoxybenzyl 3-chloromethyl-7-formamido-3-cephem-4-carboxylate), [I-].[Na+] (sodium iodide). Run in CC(=O)C (acetone). Reaction conditions: time 30 minute. Yields the product C(=O)NC1[C@@H]2N(C(=C(CS2)CI)C(=O)OCC2=CC=C(C=C2)OC)C1=O (p-methoxybenzyl 7-formamido-3-iodomethyl-3-cephem-4-carboxylate). Yield: 88.0%. RXN SMILES: Cl[CH2:2][C:3]1[CH2:4][S:5][C@@H:6]2[CH:22]([NH:23][CH:24]=[O:25])[C:21](=[O:26])[N:7]2[C:8]=1[C:9]([O:11][CH2:12][C:13]1[CH:18]=[CH:17][C:16]([O:19][CH3:20])=[CH:15][CH:14]=1)=[O:10].[I-:27].[Na+]>CC(C)=O>[CH:24]([NH:23][CH:22]1[C:21](=[O:26])[N:7]2[C:8]([C:9]([O:11][CH2:12][C:13]3[CH:18]=[CH:17][C:16]([O:19][CH3:20])=[CH:15][CH:14]=3)=[O:10])=[C:3]([CH2:2][I:27])[CH2:4][S:5][C@H:6]12)=[O:25] |f:1.2|. Procedure: 14.5 g (36.6 mM) of p-methoxybenzyl 3-chloromethyl-7-formamido-3-cephem-4-carboxylate was dissolved in 360 ml of acetone. Under cooling with ice, 13.7 g (91.4 mM) of sodium iodide was added to this solution, and the mixture was stirred for 30 minutes, and further at room temperature for 30 minutes. The reaction solution was concentrated under reduced pressure, and the oily residue was dissolved by an addition of ethyl acetate. The organic layer was washed sequentially with water, a saturated sod... Reactants: COCCOc1cc2c(Nc3ccc4c(cnn4C(=O)OC(C)(C)C)c3)nc(-c3cccc(OCc4ccccc4)c3)nc2cc1OC, CO, COCCOC, N#N. Yields the product COCCOc1cc2c(Nc3ccc4c(cnn4C(=O)OC(C)(C)C)c3)nc(-c3cccc(O)c3)nc2cc1OC. Reaction SMILES: [CH2:1]([c:2]1[cH:3][cH:4][cH:5][cH:6][cH:7]1)[O:8][c:9]1[cH:10][c:11](-[c:15]2[n:16][c:17]3[cH:18][c:19]([O:47][CH3:48])[c:20]([O:42][CH2:43][CH2:44][O:45][CH3:46])[cH:21][c:22]3[c:23]([NH:25][c:26]3[cH:27][c:28]4[cH:29][n:30][n:31]([C:35](=[O:36])[O:37][C:38]([CH3:39])([CH3:40])[CH3:41])[c:32]4[cH:33][cH:34]3)[n:24]2)[cH:12][cH:13][cH:14]1.[CH3:51][OH:52].[CH3:53][O:54][CH2:55][CH2:56][O:57][CH3:58].[N:49]#[N:50]>>[OH:8][c:9]1[cH:10][c:11](-[c:15]2[n:16][c:17]3[cH:18][c:19]([O:47][CH3:48])[c:20]([O:42][CH2:43][CH2:44][O:45][CH3:46])[cH:21][c:22]3[c:23]([NH:25][c:26]3[cH:27][c:28]4[cH:29][n:30][n:31]([C:35](=[O:36])[O:37][C:38]([CH3:39])([CH3:40])[CH3:41])[c:32]4[cH:33][cH:34]3)[n:24]2)[cH:12][cH:13][cH:14]1. The reactants are Br, CS(C)=O, [Cu]Br, [K+], O=N[O-], Cc1c(N)ccc(C#N)c1F, [Na+], [OH-], O. The product is Cc1c(Br)ccc(C#N)c1F. As a reaction SMILES: [BrH:16].[CH3:19][S:20](=[O:21])[CH3:22].[Cu:23][Br:24].[K+:4].[N:1]([O-:2])=[O:3].[NH2:5][c:6]1[c:7]([CH3:15])[c:8]([F:14])[c:9]([C:10]#[N:11])[cH:12][cH:13]1.[Na+:18].[OH-:17].[OH2:25]>>[c:6]1([Br:16])[c:7]([CH3:15])[c:8]([F:14])[c:9]([C:10]#[N:11])[cH:12][cH:13]1. The reactants are BrC=1C=C(C(=C2CCN(CC12)C)N)N (8-Bromo-1,2,3,4-tetrahydro-2-methyl-5,6-isoquinolinediamine), C(C(=O)O)(=O)O (oxalic acid). Solvent: Cl (HCl). Yields the product BrC=1C2=C(C=3NC(C(NC3C1)=O)=O)CCN(C2)C (6-Bromo-1,4,7,8,9,10-hexahydro-8-methylpyrido[4,3-f]-quinoxaline-2,3-dione). The yield is 24.1%. Reaction SMILES: [Br:1][C:2]1[CH:3]=[C:4]([NH2:14])[C:5]([NH2:13])=[C:6]2[C:11]=1[CH2:10][N:9]([CH3:12])[CH2:8][CH2:7]2.[C:15](O)(=[O:19])[C:16](O)=[O:17]>Cl>[Br:1][C:2]1[C:11]2[CH2:10][N:9]([CH3:12])[CH2:8][CH2:7][C:6]=2[C:5]2[NH:13][C:15](=[O:19])[C:16](=[O:17])[NH:14][C:4]=2[CH:3]=1. Procedure: A solution of the product from Example 13 (0.62 g, 2.56 mmol) and oxalic acid (0.23 g, 2.56 mmol) in 25 mL of 3N aqueous HCl solution were heated at reflux for 18 hours. The reaction mixture was cooled to room temperature and the solid which formed was collected by filtration and washed with cold water. The solid was recrystallized from hot water and dried under vacuum (100° C., P2O5) to give the title compound as a tan solid (0.191 g, 20%), mp=315-320° C. (dec.). RXN SMILES: [CH2:1]([CH3:2])[O:3][C:4](=[O:5])[CH2:6][CH2:7][CH2:8][CH2:9][CH2:10][CH2:11][CH2:12][n:13]1[c:14](-[c:30]2[cH:31][cH:32][cH:33][cH:34][cH:35]2)[n:15][c:16](-[c:24]2[cH:25][cH:26][cH:27][cH:28][cH:29]2)[c:17]1-[c:18]1[cH:19][cH:20][cH:21][cH:22][cH:23]1.[CH3:38][CH2:39][OH:40].[Na+:37].[OH-:36]>>[O:3]=[C:4]([OH:5])[CH2:6][CH2:7][CH2:8][CH2:9][CH2:10][CH2:11][CH2:12][n:13]1[c:14](-[c:30]2[cH:31][cH:32][cH:33][cH:34][cH:35]2)[n:15][c:16](-[c:24]2[cH:25][cH:26][cH:27][cH:28][cH:29]2)[c:17]1-[c:18]1[cH:19][cH:20][cH:21][cH:22][cH:23]1. Product: O=C(O)CCCCCCCn1c(-c2ccccc2)nc(-c2ccccc2)c1-c1ccccc1. The reactants are CCOC(=O)CCCCCCCn1c(-c2ccccc2)nc(-c2ccccc2)c1-c1ccccc1, CCO, [Na+], [OH-].